From a dataset of the Open Reaction Database (ORD), a public repository of structured organic reaction records. describe an organic reaction: reactants, conditions, products, and yield The reactants are BrC=1C=C2C(=C(C=NC2=CC1)C(=O)C1CC1)Cl ((6-bromo-4-chloroquinolin-3-yl)(cyclopropyl)methanone), N1(CCCC1)CC1=CC=C(N)C=C1 (4-(pyrrolidin-1-ylmethyl)aniline). Product: BrC=1C=C2C(=C(C=NC2=CC1)C(=O)C1CC1)NC1=CC=C(C=C1)CN1CCCC1 ({6-Bromo-4-[4-(pyrrolidin-1-ylmethyl)phenylamino]quinolin-3-yl}(cyclopropyl)methanone). Yield: 83.4%. RXN SMILES: [Br:1][C:2]1[CH:3]=[C:4]2[C:9](=[CH:10][CH:11]=1)[N:8]=[CH:7][C:6]([C:12]([CH:14]1[CH2:16][CH2:15]1)=[O:13])=[C:5]2Cl.[N:18]1([CH2:23][C:24]2[CH:30]=[CH:29][C:27]([NH2:28])=[CH:26][CH:25]=2)[CH2:22][CH2:21][CH2:20][CH2:19]1>>[Br:1][C:2]1[CH:3]=[C:4]2[C:9](=[CH:10][CH:11]=1)[N:8]=[CH:7][C:6]([C:12]([CH:14]1[CH2:16][CH2:15]1)=[O:13])=[C:5]2[NH:28][C:27]1[CH:26]=[CH:25][C:24]([CH2:23][N:18]2[CH2:22][CH2:21][CH2:20][CH2:19]2)=[CH:30][CH:29]=1. Procedure: Following general procedure C, (6-bromo-4-chloroquinolin-3-yl)(cyclopropyl)methanone (320 mg, 1.03 mmol) was reacted 4-(pyrrolidin-1-ylmethyl)aniline (385 mg, 1.55 mmol) to afford the desired product (387 mg, 83%) as a yellow solid: ESI MS m/z 450 [C24H24BrN3O+H]+. Reactants: [H-].[Na+] (NaH), COC1=CC(=NC=C1)C=1NC=CN1 (4-methoxy-2-(1H-imidazol-2-yl)pyridine), COS(=O)(=O)C1=CC=C(C=C1)C (methyl-p-toluenesulfonate). Run in CN(C)C=O (DMF), CN(C)C=O (DMF). Conditions: temperature 2.5 celsius, time 1 hour. Yields the product COC1=CC(=NC=C1)C=1N(C=CN1)C (4-methoxy-2-(1-methyl-1H-imidazol-2-yl)pyridine). Yield: 46.4%. As a reaction SMILES: [CH3:1][O:2][C:3]1[CH:8]=[CH:7][N:6]=[C:5]([C:9]2[NH:10][CH:11]=[CH:12][N:13]=2)[CH:4]=1.[H-].[Na+].[CH3:16]OS(C1C=CC(C)=CC=1)(=O)=O>CN(C=O)C>[CH3:1][O:2][C:3]1[CH:8]=[CH:7][N:6]=[C:5]([C:9]2[N:13]([CH3:16])[CH:12]=[CH:11][N:10]=2)[CH:4]=1 |f:1.2|. Procedure details: To crude 4-methoxy-2-(1H-imidazol-2-yl)pyridine (0.40 g, 2.28 mmol) in 7.5 mL anhydrous DMF with magnetic stirring under Ar at 0° C., NaH (60% in oil, 91 mg, 2.28 mmol) was added portionwise. Stirred at 0-5° C. for 1 h, then added a solution of methyl-p-toluenesulfonate (0.344 mL, 2.28 mmol) in 0.75 mL anh. DMF dropwise with stirring. After 15 min, the ice bath was removed and the reaction mixture stirred for 2 h at room temp. Cooled back to 0° C. and quenched by very carefully adding 10% aq. Na... Starting materials: CC(=O)OCC1CC(O[Si](C)(C)C(C)(C)C)CC(=O)O1, C1CCOC1, CO, [Sn]. Yields the product CC(C)(C)[Si](C)(C)OC1CC(=O)OC(CO)C1. As a reaction SMILES: [C:1](=[O:2])([CH3:3])[O:4][CH2:5][CH:6]1[O:7][C:8](=[O:20])[CH2:9][CH:10]([O:12][Si:13]([CH3:14])([CH3:15])[C:16]([CH3:17])([CH3:18])[CH3:19])[CH2:11]1.[CH2:21]1[O:22][CH2:23][CH2:24][CH2:25]1.[CH3:26][OH:27].[Sn:28]>>[OH:4][CH2:5][CH:6]1[O:7][C:8](=[O:20])[CH2:9][CH:10]([O:12][Si:13]([CH3:14])([CH3:15])[C:16]([CH3:17])([CH3:18])[CH3:19])[CH2:11]1. Starting materials: [BH3-]C#N, CCCN(CCC)Cc1ccc(NC(=O)c2ccc(CNCc3nccn3C)cc2)cc1, CC(=O)O, Cc1cnc(C=O)c(C)c1, CO, [Na+]. Product: CCCN(CCC)Cc1ccc(NC(=O)c2ccc(CN(Cc3ncc(C)cc3C)Cc3nccn3C)cc2)cc1. Reaction SMILES: [C:33]([BH3-:34])#[N:35].[CH2:1]([CH2:2][CH3:3])[N:4]([CH2:5][CH2:6][CH3:7])[CH2:8][c:9]1[cH:10][cH:11][c:12]([NH:15][C:16]([c:17]2[cH:18][cH:19][c:20]([CH2:23][NH:24][CH2:25][c:26]3[n:27]([CH3:31])[cH:28][cH:29][n:30]3)[cH:21][cH:22]2)=[O:32])[cH:13][cH:14]1.[CH3:37][C:38](=[O:39])[OH:40].[CH3:41][c:42]1[c:43]([CH:49]=[O:50])[n:44][cH:45][c:46]([CH3:48])[cH:47]1.[CH3:51][OH:52].[Na+:36]>>[CH2:1]([CH2:2][CH3:3])[N:4]([CH2:5][CH2:6][CH3:7])[CH2:8][c:9]1[cH:10][cH:11][c:12]([NH:15][C:16]([c:17]2[cH:18][cH:19][c:20]([CH2:23][N:24]([CH2:25][c:26]3[n:27]([CH3:31])[cH:28][cH:29][n:30]3)[CH2:49][c:43]3[c:42]([CH3:41])[cH:47][c:46]([CH3:48])[cH:45][n:44]3)[cH:21][cH:22]2)=[O:32])[cH:13][cH:14]1. The reactants are aqueous solution, [OH-].[Na+] (sodium hydroxide), OO (hydrogen peroxide), C(C=C)C=1C(=NC=2N(C1Cl)N=CC2)Cl (6-allyl-5,7-dichloropyrazolo[1,5-a]pyrimidine). Solvent: O1CCCC1 (tetrahydrofuran). Reaction conditions: time 1 hour. Yields the product ClC1=NC=2N(C(=C1CCCO)Cl)N=CC2 (3-(5,7-dichloropyrazolo[1,5-a]pyrimidin-6-yl)-propan-1-ol). Yield: 54393308.0%. Reaction SMILES: [CH2:1]([C:4]1[C:5]([Cl:14])=[N:6][C:7]2[N:8]([N:11]=[CH:12][CH:13]=2)[C:9]=1[Cl:10])[CH:2]=[CH2:3].[OH-:15].[Na+].OO>O1CCCC1>[Cl:14][C:5]1[C:4]([CH2:1][CH2:2][CH2:3][OH:15])=[C:9]([Cl:10])[N:8]2[N:11]=[CH:12][CH:13]=[C:7]2[N:6]=1 |f:1.2|. Procedure: A mixed solution was prepared by adding dropwise a borane-dimethyl sulfide complex (20.3 mL, 40.7 mmol) to a tetrahydrofuran (85 mL) solution containing 6-allyl-5,7-dichloropyrazolo[1,5-a]pyrimidine (5.8 g, 25.4 nmol) at 0° C. over 30 min while strring. After flrther stirring at room temperature for 1 hr, the mixed solution was cooled to 0° C. The mixed solution was treated with 1 N aqueous solution of sodium hydroxide (40 mL, 40 mmol) and subsequently with aqueous hydrogen peroxide solution (30... Reactants: CS(=O)(=O)Cl (methanesulfonyl chloride), BrC1=C(N)C(=CC(=C1)C(C(F)(F)F)(C(F)(F)F)O)OC (2-bromo-4-(hexafluoro-2-hydroxy-2-propyl)-6-methoxyaniline), O (H2O). Run in N1=CC=CC=C1 (pyridine). Conditions: time 8 hour. Product: BrC1=C(NS(=O)(=O)C)C(=CC(=C1)C(C(F)(F)F)(C(F)(F)F)O)OC (2'-bromo-4'-(hexafluoro-2-hydroxy-2-propyl)-6'-methoxymethanesulfonanilide). RXN SMILES: [CH3:1][S:2](Cl)(=[O:4])=[O:3].[Br:6][C:7]1[CH:13]=[C:12]([C:14]([OH:23])([C:19]([F:22])([F:21])[F:20])[C:15]([F:18])([F:17])[F:16])[CH:11]=[C:10]([O:24][CH3:25])[C:8]=1[NH2:9].O>N1C=CC=CC=1>[Br:6][C:7]1[CH:13]=[C:12]([C:14]([OH:23])([C:19]([F:22])([F:21])[F:20])[C:15]([F:18])([F:16])[F:17])[CH:11]=[C:10]([O:24][CH3:25])[C:8]=1[NH:9][S:2]([CH3:1])(=[O:4])=[O:3]. Procedure details: Add 2.5 g (22 mmole) of methanesulfonyl chloride dropwise to 5.5 g (15 mmole) of 2-bromo-4-(hexafluoro-2-hydroxy-2-propyl)-6-methoxyaniline in 30 ml of pyridine below 10° C. Allow to stand overnight. Pour into H2O and decant. Dissolve the oil in Et2O, wash with 1N HCl and extract with 1N NaOH. Acidify the NaOH with HCl and extract with Et2O. Dry and concentrate. Chromatograph the oil on silica gel, eluting with CHCl3. Recrystallize from CH2Cl2 to obtain 2'-bromo-4'-(hexafluoro-2-hydroxy-2-propyl... Reactants: C(CC)(=O)Cl (propionyl chloride), NC1=NC2=CC=C(C=C2C(=N1)C(=O)N1CC2=CC=CC=C2C1)C1=C(C=C(C(=C1)F)F)CO ([2-amino-6-(4,5-difluoro-2-hydroxymethylphenyl)quinazolin-4-yl]-(1,3-dihydroisoindol-2-yl)methanone), C(C)(=O)OCC (ethyl acetate), O (water). Reagents/catalysts: CN(C1=CC=NC=C1)C (4-(dimethylamino)pyridine). The solvent is CN(C=O)C (dimethylformamide). Conditions: temperature 80 celsius, time 16 hour. Product: C(CC)(=O)OCC1=C(C=C(C(=C1)F)F)C=1C=C2C(=NC(=NC2=CC1)N)C(=O)N1CC2=CC=CC=C2C1 (2-[2-Amino-4-(1,3-dihydroisoindole-2-carbonyl)quinazolin-6-yl]-4,5-difluorobenzyl propionate). RXN SMILES: [C:1](Cl)(=[O:4])[CH2:2][CH3:3].[NH2:6][C:7]1[N:16]=[C:15]([C:17]([N:19]2[CH2:27][C:26]3[C:21](=[CH:22][CH:23]=[CH:24][CH:25]=3)[CH2:20]2)=[O:18])[C:14]2[C:9](=[CH:10][CH:11]=[C:12]([C:28]3[CH:33]=[C:32]([F:34])[C:31]([F:35])=[CH:30][C:29]=3[CH2:36][OH:37])[CH:13]=2)[N:8]=1.C(OCC)(=O)C.O>CN(C)C1C=CN=CC=1.CN(C)C=O>[C:1]([O:37][CH2:36][C:29]1[CH:30]=[C:31]([F:35])[C:32]([F:34])=[CH:33][C:28]=1[C:12]1[CH:13]=[C:14]2[C:9](=[CH:10][CH:11]=1)[N:8]=[C:7]([NH2:6])[N:16]=[C:15]2[C:17]([N:19]1[CH2:20][C:21]2[C:26](=[CH:25][CH:24]=[CH:23][CH:22]=2)[CH2:27]1)=[O:18])(=[O:4])[CH2:2][CH3:3]. Procedure details: 33 μl of propionyl chloride are added to a solution of 150 mg of [2-amino-6-(4,5-difluoro-2-hydroxymethylphenyl)quinazolin-4-yl]-(1,3-dihydroisoindol-2-yl)methanone and 2 mg of 4-(dimethylamino)pyridine (DMAP) in 5 ml of dimethylformamide, and the mixture is stirred at 80° C. for 16 h. 8 ml of ethyl acetate and 8 ml of water are added, the organic phase is separated off and evaporated to dryness in vacuo. The residue is dissolved in 1 ml of dimethyl sulfoxide and purified by chromatography (reve... Starting materials: Cl.Cl.ClN1CCN(CC1)C1=CC=CC=C1 (p-chlorophenyl piperazine dihydrochloride), Cl (hydrochloric acid), [OH-].[Na+] (sodium hydroxide), C1(=CC=CC=C1)CC(=O)Cl (phenylacetyl chloride). Solvent: O (water). Product: ClC1=CC=C(C=C1)N1CCN(CC1)C(CC1=CC=CC=C1)=O (1-(p-Chlorophenyl)-4-phenylacetylpiperazine). RXN SMILES: [ClH:1].Cl.Cl[N:4]1[CH2:9][CH2:8][N:7]([C:10]2[CH:15]=[CH:14][CH:13]=[CH:12][CH:11]=2)[CH2:6][CH2:5]1.[OH-].[Na+].[C:18]1([CH2:24][C:25](Cl)=[O:26])[CH:23]=[CH:22][CH:21]=[CH:20][CH:19]=1.Cl>O>[Cl:1][C:13]1[CH:14]=[CH:15][C:10]([N:7]2[CH2:8][CH2:9][N:4]([C:25](=[O:26])[CH2:24][C:18]3[CH:23]=[CH:22][CH:21]=[CH:20][CH:19]=3)[CH2:5][CH2:6]2)=[CH:11][CH:12]=1 |f:0.1.2,3.4|. Reported procedure: To a cold solution of 8.09 g. of p-chlorophenyl piperazine dihydrochloride and 40 ml. of 10% sodium hydroxide in 60 ml. of water was added dropwise with stirring, 4.64 g. of phenylacetyl chloride. The mixture was stirred for one hour, then neutralized with 2 N hydrochloric acid. The solid was collected and recrystallized from ethanol-water, giving 4.2 g. of the desired product, m.p. 93°-94° C. Reactants: FC(S(=O)(=O)OS(=O)(=O)C(F)(F)F)(F)F (Trifluoromethanesulfonic anhydride), C(C1=CC=CC=C1)C1=C(C=CC(=C1)OC)O (2-benzyl-4-methoxyphenol), N1=C(C=CC=C1C)C (2,6-lutidine). Solvent: C(Cl)Cl (CH2Cl2), hexanes. Run at temperature -78 celsius, time 0.5 hour. The product is C(C1=CC=CC=C1)C=1C=C(C=CC1OS(=O)(=O)C(F)(F)F)OC (3-Benzyl4-(trifluoromethanesulfonyloxy)anisole). Yield: 96.2%. As a reaction SMILES: [F:1][C:2]([F:15])([F:14])[S:3]([O:6]S(C(F)(F)F)(=O)=O)(=[O:5])=[O:4].[CH2:16]([C:23]1[CH:28]=[C:27]([O:29][CH3:30])[CH:26]=[CH:25][C:24]=1O)[C:17]1[CH:22]=[CH:21][CH:20]=[CH:19][CH:18]=1.N1C(C)=CC=CC=1C>C(Cl)Cl>[CH2:16]([C:23]1[CH:28]=[C:27]([O:29][CH3:30])[CH:26]=[CH:25][C:24]=1[O:6][S:3]([C:2]([F:15])([F:14])[F:1])(=[O:5])=[O:4])[C:17]1[CH:18]=[CH:19][CH:20]=[CH:21][CH:22]=1. Procedure: Trifluoromethanesulfonic anhydride (10.0 mL, 60 mmol) was added over 3 min to a solution of 2-benzyl-4-methoxyphenol (10.71 g, 50 mmol; prepared according to J. Am. Chem. Soc. 1949, 71, 64) and anhydrous 2,6-lutidine (12.0 mL, 100 mmol) in anhydrous CH2Cl2 (250 mL) at -78° C. under argon. The reaction was stirred at -78° C. for 0.5 h, then was warmed to RT. After 1 h, the reaction was diluted with hexanes (250 mL) and washed sequentially with 1.0 N HCl (2×100 mL), 1.0 N NaOH (2×50 mL), H2O (100 ... Reactants: O=c1[nH]nc2c(-c3ccncc3)c(-c3ccc(Cl)cc3)ccn12, COc1nc(C(F)(F)F)ccc1CCl, [K+], [K+], O=C([O-])[O-], CN(C)C=O. Yields the product COc1nc(C(F)(F)F)ccc1Cn1nc2c(-c3ccncc3)c(-c3ccc(Cl)cc3)ccn2c1=O. Reaction SMILES: [Cl:1][c:2]1[cH:3][cH:4][c:5](-[c:8]2[c:9](-[c:18]3[cH:19][cH:20][n:21][cH:22][cH:23]3)[c:10]3[n:11]([cH:12][cH:13]2)[c:14](=[O:17])[nH:15][n:16]3)[cH:6][cH:7]1.[Cl:24][CH2:25][c:26]1[c:27]([O:36][CH3:37])[n:28][c:29]([C:32]([F:33])([F:34])[F:35])[cH:30][cH:31]1.[K+:38].[K+:39].[O-:40][C:41]([O-:42])=[O:43].[O:44]=[CH:45][N:46]([CH3:47])[CH3:48]>>[Cl:1][c:2]1[cH:3][cH:4][c:5](-[c:8]2[c:9](-[c:18]3[cH:19][cH:20][n:21][cH:22][cH:23]3)[c:10]3[n:11]([cH:12][cH:13]2)[c:14](=[O:17])[n:15]([CH2:25][c:26]2[c:27]([O:36][CH3:37])[n:28][c:29]([C:32]([F:33])([F:34])[F:35])[cH:30][cH:31]2)[n:16]3)[cH:6][cH:7]1.